describe an organic reaction: reactants, conditions, products, and yield From a dataset of the Open Reaction Database (ORD), a public repository of structured organic reaction records. Procedure details: The title compound was prepared from 3,4,5-trimethoxyphenylguanidinium nitrate (576 mg, 2.0 mmol), 1-[4-(1-tert-butoxycarbonylamino-1-methylethyl)phenyl]-2-cyano-3-dimethylaminopropen-1-one (660 mg, 1.8 mmol) and powdered sodium hydroxide (89 mg, 2.2 mmol) following the method described for the compound of Example 8. This gave the intermediate 4-[4-(1-tert-butoxycabonylamino-1methylethyl)phenyl]-5-cyano-N-(3,4,5-trimethoxyphenyl)pyrimidine-2-amine as a yellow solid (769 mg) after column chromato... Product: NC(C)(C)C1=CC=C(C=C1)C1=NC(=NC=C1C#N)NC1=CC(=C(C(=C1)OC)OC)OC (4-[4-(1-Amino-1-methylethyl)phenyl]-5-cyano-N-(3,4,5-trimethoxyphenyl)pyrimidine-2-amine), C(C)(C)(C)OC(=O)NC(C)(C)C1=CC=C(C=C1)C1=NC(=NC=C1C#N)NC1=CC(=C(C(=C1)OC)OC)OC (4-[4-(1-tert-butoxycabonylamino-1methylethyl)phenyl]-5-cyano-N-(3,4,5-trimethoxyphenyl)pyrimidine-2-amine). Reaction SMILES: [N+]([O-])([O-])=O.[CH3:5][O:6][C:7]1[CH:8]=[C:9]([NH:17][C:18]([NH2:20])=[NH2+:19])[CH:10]=[C:11]([O:15][CH3:16])[C:12]=1[O:13][CH3:14].[C:21]([O:25][C:26]([NH:28][C:29]([C:32]1[CH:37]=[CH:36][C:35]([C:38](=O)[C:39]([C:44]#N)=[CH:40][N:41](C)C)=[CH:34][CH:33]=1)([CH3:31])[CH3:30])=[O:27])([CH3:24])([CH3:23])[CH3:22].[OH-].[Na+].C(OCC)(=O)C>CCCCCC>[NH2:28][C:29]([C:32]1[CH:33]=[CH:34][C:35]([C:38]2[C:39]([C:40]#[N:41])=[CH:44][N:20]=[C:18]([NH:17][C:9]3[CH:10]=[C:11]([O:15][CH3:16])[C:12]([O:13][CH3:14])=[C:7]([O:6][CH3:5])[CH:8]=3)[N:19]=2)=[CH:36][CH:37]=1)([CH3:31])[CH3:30].[C:21]([O:25][C:26]([NH:28][C:29]([C:32]1[CH:37]=[CH:36][C:35]([C:38]2[C:39]([C:40]#[N:41])=[CH:44][N:20]=[C:18]([NH:17][C:9]3[CH:10]=[C:11]([O:15][CH3:16])[C:12]([O:13][CH3:14])=[C:7]([O:6][CH3:5])[CH:8]=3)[N:19]=2)=[CH:34][CH:33]=1)([CH3:31])[CH3:30])=[O:27])([CH3:23])([CH3:22])[CH3:24] |f:0.1,3.4|. The solvent is CCCCCC (hexane). Yield: 164.4%. Reactants: compound, C(C)(=O)OCC (ethyl acetate), [N+](=O)([O-])[O-].COC=1C=C(C=C(C1OC)OC)NC(=[NH2+])N (3,4,5-trimethoxyphenylguanidinium nitrate), C(C)(C)(C)OC(=O)NC(C)(C)C1=CC=C(C=C1)C(C(=CN(C)C)C#N)=O (1-[4-(1-tert-butoxycarbonylamino-1-methylethyl)phenyl]-2-cyano-3-dimethylaminopropen-1-one), [OH-].[Na+] (sodium hydroxide). Yields the product N#Cc1cc(-c2c(-c3ccccc3)c3cc(Cl)ccc3[nH]c2=O)on1. Starting materials: CC(=O)OC(C)=O, CO, O=Cc1cc(-c2c(-c3ccccc3)c3cc(Cl)ccc3[nH]c2=O)on1, NO, c1ccncc1. Reaction SMILES: [CH3:28][C:29]([O:30][C:31](=[O:32])[CH3:33])=[O:34].[CH3:35][OH:36].[Cl:1][c:2]1[cH:3][c:4]2[c:5](-[c:20]3[cH:21][cH:22][cH:23][cH:24][cH:25]3)[c:6](-[c:13]3[cH:14][c:15]([CH:18]=[O:19])[n:16][o:17]3)[c:7](=[O:12])[nH:8][c:9]2[cH:10][cH:11]1.[NH2:26][OH:27].[cH:37]1[cH:38][cH:39][n:40][cH:41][cH:42]1>>[Cl:1][c:2]1[cH:3][c:4]2[c:5](-[c:20]3[cH:21][cH:22][cH:23][cH:24][cH:25]3)[c:6](-[c:13]3[cH:14][c:15]([C:18]#[N:26])[n:16][o:17]3)[c:7](=[O:12])[nH:8][c:9]2[cH:10][cH:11]1. Starting materials: OC=1C=NC=CC1 (3-hydroxypyridine), C(C)(=O)C(CCCCCCC(=O)OCC)CCCC(COC1=CC=C(C=C1)F)O (Ethyl 8-Acetyl-12-hydroxy-13-(4-fluorophenoxy)tridecanoate). Yields the product C(C)(=O)C(CCCCCCC(=O)OCC)CCCC(COC=1C=NC=CC1)O (Ethyl 8-Acetyl-12-hydroxy-13-(3-pyridyloxy)tridecanoate). RXN SMILES: [OH:1][C:2]1[CH:3]=[N:4][CH:5]=[CH:6][CH:7]=1.[C:8]([CH:11]([CH2:23][CH2:24][CH2:25][CH:26]([OH:36])[CH2:27]OC1C=CC(F)=CC=1)[CH2:12][CH2:13][CH2:14][CH2:15][CH2:16][CH2:17][C:18]([O:20][CH2:21][CH3:22])=[O:19])(=[O:10])[CH3:9]>>[C:8]([CH:11]([CH2:23][CH2:24][CH2:25][CH:26]([OH:36])[CH2:27][O:1][C:2]1[CH:3]=[N:4][CH:5]=[CH:6][CH:7]=1)[CH2:12][CH2:13][CH2:14][CH2:15][CH2:16][CH2:17][C:18]([O:20][CH2:21][CH3:22])=[O:19])(=[O:10])[CH3:9]. Reported procedure: The synthesis of this compound is carried out by the procedure of Example 1, Step E, except that an equivalent quantity of 3-hydroxypyridine is substituted for the 4-fluorophenol of Example 1, Step E. Reactants: C(C)OC(=O)N1CCN2C(C(C1)N)=NC(=CC2=O)C2=NC=NC=C2 ((+/−)-9-amino-4-oxo-2-pyrimidin-4-yl-5,6,8,9-tetrahydro-4H-1,4a,7-triaza-benzocycloheptene-7-carboxylic acid ethyl ester), Br (hydrobromic acid). Solvent: C(C)(=O)O (acetic acid). Run at temperature 90 celsius, time 16 hour. Yields the product Br.Br.NC1CNCCN2C1=NC(=CC2=O)C2=NC=NC=C2 ((+/−)-9-Amino-2-pyrimidin-4-yl-6,7,8,9-tetrahydro-5H-1,4a,7-triaza-benzocyclohepten-4-one dihydrobromide). Isolated yield 125.1%. As a reaction SMILES: C(OC([N:6]1[CH2:12][CH:11]([NH2:13])[C:10]2=[N:14][C:15]([C:19]3[CH:24]=[CH:23][N:22]=[CH:21][N:20]=3)=[CH:16][C:17](=[O:18])[N:9]2[CH2:8][CH2:7]1)=O)C.[BrH:25]>C(O)(=O)C>[BrH:25].[BrH:25].[NH2:13][CH:11]1[C:10]2=[N:14][C:15]([C:19]3[CH:24]=[CH:23][N:22]=[CH:21][N:20]=3)=[CH:16][C:17](=[O:18])[N:9]2[CH2:8][CH2:7][NH:6][CH2:12]1 |f:3.4.5|. Procedure details: To a solution of 9.70 g (23.59 mmol) of (+/−)-9-amino-4-oxo-2-pyrimidin-4-yl-5,6,8,9-tetrahydro-4H-1,4a,7-triaza-benzocycloheptene-7-carboxylic acid ethyl ester (step 1.4) dissolved in 118 mL of glacial acetic acid was added 41.38 mL (235.86 mmol) of hydrobromic acid (33 wt % solution in glacial acetic acid). The resulting mixture was stirred at 90° C. for 16 hours, cooled and evaporated to dryness. Toluene was added to the residue and evaporated. Ethanol was added to the residue and evaporated.... Reactants: CC(=O)NC(CS(=O)(=O)c1ccc(Oc2ccccc2)cc1)C(=O)NC1CCCCO1, Cl, C1COCCO1. The product is CC(=O)NC(CS(=O)(=O)c1ccc(Oc2ccccc2)cc1)C(=O)NO. As a reaction SMILES: [C:1]([CH3:2])(=[O:3])[NH:4][CH:5]([CH2:6][S:7](=[O:8])(=[O:9])[c:10]1[cH:11][cH:12][c:13]([O:16][c:17]2[cH:18][cH:19][cH:20][cH:21][cH:22]2)[cH:14][cH:15]1)[C:23](=[O:24])[NH:25][CH:26]1[CH2:27][CH2:28][CH2:29][CH2:30][O:31]1.[ClH:32].[O:33]1[CH2:34][CH2:35][O:36][CH2:37][CH2:38]1>>[C:1]([CH3:2])(=[O:3])[NH:4][CH:5]([CH2:6][S:7](=[O:8])(=[O:9])[c:10]1[cH:11][cH:12][c:13]([O:16][c:17]2[cH:18][cH:19][cH:20][cH:21][cH:22]2)[cH:14][cH:15]1)[C:23](=[O:24])[NH:25][OH:33]. RXN SMILES: [Br:30][CH2:31][CH2:32][CH2:33][C:34](=[O:35])[OH:36].[C:2](#[N:3])[C:4]1([NH:10][C:11](=[O:12])[CH:13]([CH2:14][CH:15]2[CH2:16][CH2:17][CH2:18][CH2:19][CH2:20]2)[NH:21][C:22](=[O:23])[N:24]2[CH2:25][CH2:26][O:27][CH2:28][CH2:29]2)[CH2:5][CH2:6][NH:7][CH2:8][CH2:9]1.[CH2:46]([Cl:47])[Cl:48].[CH:37]([N:38]([CH2:39][CH3:40])[CH:41]([CH3:42])[CH3:43])([CH3:44])[CH3:45].[ClH:1]>>[C:2](#[N:3])[C:4]1([NH:10][C:11](=[O:12])[CH:13]([CH2:14][CH:15]2[CH2:16][CH2:17][CH2:18][CH2:19][CH2:20]2)[NH:21][C:22](=[O:23])[N:24]2[CH2:25][CH2:26][O:27][CH2:28][CH2:29]2)[CH2:5][CH2:6][N:7]([CH2:31][CH2:32][CH2:33][C:34](=[O:35])[OH:36])[CH2:8][CH2:9]1. Yields the product N#CC1(NC(=O)C(CC2CCCCC2)NC(=O)N2CCOCC2)CCN(CCCC(=O)O)CC1. Starting materials: O=C(O)CCCBr, N#CC1(NC(=O)C(CC2CCCCC2)NC(=O)N2CCOCC2)CCNCC1, ClCCl, CCN(C(C)C)C(C)C, Cl. Reactants: CC(=O)OC(C)=O, CN1CCCC1=O, CS(C)=O, CCN(C(C)C)C(C)C, NC(Cc1ccc(C2=CC(=O)NS2(=O)=O)cc1)C(=O)O. Product: CC(=O)NC(Cc1ccc(C2=CC(=O)NS2(=O)=O)cc1)C(=O)O. RXN SMILES: [CH3:21][C:22](=[O:23])[O:24][C:25](=[O:26])[CH3:27].[CH3:37][N:38]1[CH2:39][CH2:40][CH2:41][C:42]1=[O:43].[CH3:44][S:45]([CH3:46])=[O:47].[CH:28]([N:29]([CH2:30][CH3:31])[CH:32]([CH3:33])[CH3:34])([CH3:35])[CH3:36].[NH2:1][CH:2]([C:3](=[O:4])[OH:5])[CH2:6][c:7]1[cH:8][cH:9][c:10]([C:13]2=[CH:14][C:15](=[O:20])[NH:16][S:17]2(=[O:18])=[O:19])[cH:11][cH:12]1>>[NH:1]([CH:2]([C:3](=[O:4])[OH:5])[CH2:6][c:7]1[cH:8][cH:9][c:10]([C:13]2=[CH:14][C:15](=[O:20])[NH:16][S:17]2(=[O:18])=[O:19])[cH:11][cH:12]1)[C:22]([CH3:21])=[O:23]. Starting materials: CC(C)(C)OC(=O)N1CC(CCl)c2ccc([N+](=O)[O-])cc21, O=C(NCCc1ccccn1)c1ccc2cc(C(=O)O)[nH]c2c1, CCN=C=NCCCN(C)C, Cl, C1COCCO1, CN(C)C=O. The product is O=C(NCCc1ccccn1)c1ccc2cc(C(=O)N3CC(CCl)c4ccc([N+](=O)[O-])cc43)[nH]c2c1. RXN SMILES: [C:1]([O:2][C:6](=[O:7])[N:8]1[CH2:9][CH:10]([CH2:20][Cl:21])[c:11]2[cH:12][cH:13][c:14]([N+:17](=[O:18])[O-:19])[cH:15][c:16]21)([CH3:3])([CH3:4])[CH3:5].[C:34]([OH:35])(=[O:36])[c:37]1[nH:38][c:39]2[cH:40][c:41]([C:46](=[O:47])[NH:48][CH2:49][CH2:50][c:51]3[n:52][cH:53][cH:54][cH:55][cH:56]3)[cH:42][cH:43][c:44]2[cH:45]1.[CH3:23][N:24]([CH3:25])[CH2:26][CH2:27][CH2:28][N:29]=[C:30]=[N:31][CH2:32][CH3:33].[ClH:22].[O:57]1[CH2:58][CH2:59][O:60][CH2:61][CH2:62]1.[O:63]=[CH:64][N:65]([CH3:66])[CH3:67]>>[C:6](=[O:7])([N:8]1[CH2:9][CH:10]([CH2:20][Cl:21])[c:11]2[cH:12][cH:13][c:14]([N+:17](=[O:18])[O-:19])[cH:15][c:16]21)[c:37]1[nH:38][c:39]2[cH:40][c:41]([C:46](=[O:47])[NH:48][CH2:49][CH2:50][c:51]3[n:52][cH:53][cH:54][cH:55][cH:56]3)[cH:42][cH:43][c:44]2[cH:45]1. The reactants are Fc1ccccc1Br, CCN1Cc2ccoc2C(O)C1. The product is CCN1Cc2ccoc2C(Oc2ccccc2Br)C1. Reaction SMILES: [Br:13][c:14]1[c:15]([F:20])[cH:16][cH:17][cH:18][cH:19]1.[CH2:1]([CH3:2])[N:3]1[CH2:4][c:5]2[c:6]([o:10][cH:11][cH:12]2)[CH:7]([OH:9])[CH2:8]1>>[CH2:1]([CH3:2])[N:3]1[CH2:4][c:5]2[c:6]([o:10][cH:11][cH:12]2)[CH:7]([O:9][c:15]2[c:14]([Br:13])[cH:19][cH:18][cH:17][cH:16]2)[CH2:8]1.